From a dataset of the Open Reaction Database (ORD), a public repository of structured organic reaction records. describe an organic reaction: reactants, conditions, products, and yield Starting materials: C1(=CC=CC=C1)COC(=O)CN(S(=O)(=O)C)C1CC2(CCN(CC2)C(=O)[C@@H](CC2=CNC3=CC=CC=C23)NC(C(C)(C)N)=O)C2=CC=CC=C12 (N-[1(R)-[[3-[N-[[[phenylmethoxy]carbonyl]methyl]-N-(methylsulfonyl)amino]-2,3-dihydrospiro[1H-indene-1,4'-piperidin]-1'-yl]carbonyl]-2-(indole-3-yl)ethyl]-2-amino-2-methylpropanamide), [H][H] (hydrogen). Reagents/catalysts: [Pd] (Pd/C). The solvent is CO (methanol). Yields the product C(=O)(O)CN(S(=O)(=O)C)C1CC2(CCN(CC2)C(=O)[C@@H](CC2=CNC3=CC=CC=C23)NC(C(C)(C)N)=O)C2=CC=CC=C12 (N-[1(R)-[[3-[N-(Carboxymethyl)-N-(methylsulfonyl)-amino]-2,3-dihydrospiro[1H-indene-1,4'-piperidin]-1'-yl]carbonyl]-2-(indole-3-yl)ethyl]-2-amino-2-methyl-propanamide). Reaction SMILES: C1(C[O:8][C:9]([CH2:11][N:12]([CH:17]2[C:50]3[C:45](=[CH:46][CH:47]=[CH:48][CH:49]=3)[C:19]3([CH2:24][CH2:23][N:22]([C:25]([C@H:27]([NH:38][C:39](=[O:44])[C:40]([NH2:43])([CH3:42])[CH3:41])[CH2:28][C:29]4[C:37]5[C:32](=[CH:33][CH:34]=[CH:35][CH:36]=5)[NH:31][CH:30]=4)=[O:26])[CH2:21][CH2:20]3)[CH2:18]2)[S:13]([CH3:16])(=[O:15])=[O:14])=[O:10])C=CC=CC=1.[H][H]>CO.[Pd]>[C:9]([CH2:11][N:12]([CH:17]1[C:50]2[C:45](=[CH:46][CH:47]=[CH:48][CH:49]=2)[C:19]2([CH2:24][CH2:23][N:22]([C:25]([C@H:27]([NH:38][C:39](=[O:44])[C:40]([NH2:43])([CH3:42])[CH3:41])[CH2:28][C:29]3[C:37]4[C:32](=[CH:33][CH:34]=[CH:35][CH:36]=4)[NH:31][CH:30]=3)=[O:26])[CH2:21][CH2:20]2)[CH2:18]1)[S:13]([CH3:16])(=[O:14])=[O:15])([OH:10])=[O:8]. Reported procedure: A solution of ca. 25 mg of N-[1(R)-[[3-[N-[[[phenylmethoxy]carbonyl]methyl]-N-(methylsulfonyl)amino]-2,3-dihydrospiro[1H-indene-1,4'-piperidin]-1'-yl]carbonyl]-2-(indole-3-yl)ethyl]-2-amino-2-methylpropanamide from Example 149, Step D, in 0.5 mL of methanol containing 25 mg of 10% Pd/C, is shaken under a 50 psi atmosphere of hydrogen over night. After filtration and taking the filtrate to dryness under reduced pressure, the title compound is obtained. Reaction SMILES: C(=O)([O-])[O-].[Na+].[Na+].[Br:7][C:8]1[CH:9]=[N:10][C:11](I)=[N:12][CH:13]=1.[OH:15][CH2:16][C:17]1[CH:18]=[C:19](B(O)O)[CH:20]=[CH:21][CH:22]=1>O.C1(C)C=CC=CC=1.C(O)C.Cl[Pd](Cl)([P](C1C=CC=CC=1)(C1C=CC=CC=1)C1C=CC=CC=1)[P](C1C=CC=CC=1)(C1C=CC=CC=1)C1C=CC=CC=1>[Br:7][C:8]1[CH:9]=[N:10][C:11]([C:21]2[CH:22]=[C:17]([CH2:16][OH:15])[CH:18]=[CH:19][CH:20]=2)=[N:12][CH:13]=1 |f:0.1.2,^1:39,58|. The reagents and catalysts are Cl[Pd]([P](C1=CC=CC=C1)(C2=CC=CC=C2)C3=CC=CC=C3)([P](C4=CC=CC=C4)(C5=CC=CC=C5)C6=CC=CC=C6)Cl (bis(triphenylphosphine)palladium(II) chloride). Reactants: OCC=1C=C(C=CC1)B(O)O (3-(hydroxymethyl)benzeneboronic acid), BrC=1C=NC(=NC1)I (5-bromo-2-iodopyrimidine), C([O-])([O-])=O.[Na+].[Na+] (sodium carbonate). Yields the product BrC=1C=NC(=NC1)C=1C=C(C=CC1)CO ([3-(5-bromopyrimidin-2-yl)phenyl]methanol). Solvent: C(C)O (ethanol), O (water), C1(=CC=CC=C1)C (toluene). Procedure details: A solution of 70.0 g (660 mmol) of sodium carbonate in 325 ml of water is added to a solution, kept under nitrogen, of 95.0 g (332 mmol) of 5-bromo-2-iodopyrimidine in 325 ml of toluene, and the mixture is heated to 80° C. 2.3 g (3.3 mmol) of bis(triphenylphosphine)palladium(II) chloride are added, and a solution of 50.0 g (329 mmol) of 3-(hydroxymethyl)benzeneboronic acid in 650 ml of ethanol is subsequently added dropwise. The reaction mixture is stirred at 80° C. for 18 hours. The reaction mi... Conditions: temperature 80 celsius, time 18 hour. Starting materials: [Mg] (Magnesium), C[C@H]1C=2C=CC=C(C2C(=O)C3=C([C@]4([C@@H]([C@H]([C@H]13)O)[C@@H](C(=C(C4=O)C(=O)N)O)N(C)C)O)O)O (doxycycline). Product: [Mg].C[C@H]1C=2C=CC=C(C2C(=O)C3=C([C@]4([C@@H]([C@H]([C@H]13)O)[C@@H](C(=C(C4=O)C(=O)N)O)N(C)C)O)O)O (magnesium doxycycline). Reaction SMILES: [Mg:1].[CH3:2][C@@H:3]1[C@@H:17]2[C:12](=[C:13]([OH:32])[C@:14]3([OH:31])[C:22](=[O:23])[C:21]([C:24]([NH2:26])=[O:25])=[C:20]([OH:27])[C@@H:19]([N:28]([CH3:30])[CH3:29])[C@@H:15]3[C@H:16]2[OH:18])[C:10](=[O:11])[C:9]2[C:8]([OH:33])=[CH:7][CH:6]=[CH:5][C:4]1=2>>[Mg:1].[CH3:2][C@@H:3]1[C@@H:17]2[C:12](=[C:13]([OH:32])[C@:14]3([OH:31])[C:22](=[O:23])[C:21]([C:24]([NH2:26])=[O:25])=[C:20]([OH:27])[C@@H:19]([N:28]([CH3:29])[CH3:30])[C@@H:15]3[C@H:16]2[OH:18])[C:10](=[O:11])[C:9]2[C:8]([OH:33])=[CH:7][CH:6]=[CH:5][C:4]1=2 |f:2.3|. Procedure details: Magnesium ions combine with doxycycline in solution to form magnesium-doxycycline chelates. Magnesium oxide is a convenient and preferred source of magnesium ions, but other magnesium compounds useful for the purpose of this invention include magnesium chloride, magnesium acetate and magnesium sulfate. The molar ratio of magnesium to doxycycline in these compositions is preferably about from 1.8 to 2.2. Starting materials: CCOCC (Ether), CC(CO)COC1OCCCC1 (2-methyl-3-tetrahydropyranyloxy-1-propanol), [Cr](=O)(=O)([O-])Cl.[NH+]1=CC=CC=C1 (pyridinium chlorochromate). Product: CC(C=O)COC1OCCCC1 (2-methyl-3-tetrahydropyranyloxypropanal). Run in ClCCl (dichloromethane), ClCCl (dichloromethane). As a reaction SMILES: [CH3:1][CH:2]([CH2:5][O:6][CH:7]1[CH2:12][CH2:11][CH2:10][CH2:9][O:8]1)[CH2:3][OH:4].[Cr](Cl)([O-])(=O)=O.[NH+]1C=CC=CC=1.CCOCC>ClCCl>[CH3:1][CH:2]([CH2:5][O:6][CH:7]1[CH2:12][CH2:11][CH2:10][CH2:9][O:8]1)[CH:3]=[O:4] |f:1.2|. Yield: 73.8%. Reaction conditions: time 3 hour. Procedure: A solution of 2-methyl-3-tetrahydropyranyloxy-1-propanol (250 mg; 1.4 mmol) in dichloromethane (4 ml) was added to a suspension of pyridinium chlorochromate (500 mg; 2.32 mmol) and celite (2.5 g) in dichloromethane (10 ml), and stirred at room temperature for 3 hours. Ether (100 ml) was added thereto. The resultant mixture was filtered, and the filtrate was distilled under reduced pressure to give the solvent. The residue was purified by silica gel chromatography using a mixture of ethyl acetate... The reactants are N1(CCCCC1)CC=1C=C(C=CC1)O (3-piperidinomethyl phenol), C(CCC)OC1=C(C(C1=O)=O)NCCCBr (1-Butoxy-2-(3-brompropylamino)-1-cyclobutene-3,4-dione), C([O-])([O-])=O.[K+].[K+] (potassium carbonate), COCCOCCN(CCOCCOC)CCOCCOC (tris[2-(2-methoxyethoxy)ethyl]amine). Solvent: ClCCl (dichloromethane). Conditions: temperature 20 celsius, time 40 hour. The product is C(CCC)OC1=C(C(C1=O)=O)NCCCOC1=CC(=CC=C1)CN1CCCCC1 (1-Butoxy-2-[3-(3-piperidinomethylphenoxy)propylamino]-1-cyclobutene-3,4-dione). Isolated yield 94.2%. RXN SMILES: [N:1]1([CH2:7][C:8]2[CH:9]=[C:10]([OH:14])[CH:11]=[CH:12][CH:13]=2)[CH2:6][CH2:5][CH2:4][CH2:3][CH2:2]1.[CH2:15]([O:19][C:20]1[C:23](=[O:24])[C:22](=[O:25])[C:21]=1[NH:26][CH2:27][CH2:28][CH2:29]Br)[CH2:16][CH2:17][CH3:18].C(=O)([O-])[O-].[K+].[K+].COCCOCCN(CCOCCOC)CCOCCOC>ClCCl>[CH2:15]([O:19][C:20]1[C:23](=[O:24])[C:22](=[O:25])[C:21]=1[NH:26][CH2:27][CH2:28][CH2:29][O:14][C:10]1[CH:11]=[CH:12][CH:13]=[C:8]([CH2:7][N:1]2[CH2:6][CH2:5][CH2:4][CH2:3][CH2:2]2)[CH:9]=1)[CH2:16][CH2:17][CH3:18] |f:2.3.4|. Procedure details: A mixture of 3-piperidinomethyl phenol (0.876 kg; 4.582 moles), 1-butoxy-2-(3-bromopropylamino)-1-cyclobutene-3,4-dione [prepared in Example 10] (1 kg; 3.446 moles), finely powdered (pulverized) potassium carbonate (0.633 kg; 4.582 moles), tris[2-(2-methoxyethoxy)ethyl]amine (0.234 kg; 0.725 mole) in dichloromethane (17.23L) was stirred at 20° C. for 40 hours. The mixture was washed with 3% aqueous sodium hydroxide (2×3L) and then the organic phase was concentrated to dryness under reduced press... The reactants are Cn1ccc(N)n1, CC#N, CCN(C(C)C)C(C)C, CS(=O)(=O)c1ccc(C(=NOC2CCCC2)C(=O)O)cc1Cl. Product: Cn1ccc(NC(=O)C(=NOC2CCCC2)c2ccc(S(C)(=O)=O)c(Cl)c2)n1. RXN SMILES: [CH3:23][n:24]1[n:25][c:26]([NH2:29])[cH:27][cH:28]1.[CH3:39][C:40]#[N:41].[CH:30]([N:31]([CH2:32][CH3:33])[CH:34]([CH3:35])[CH3:36])([CH3:37])[CH3:38].[Cl:1][c:2]1[cH:3][c:4]([C:12]([C:13](=[O:14])[OH:15])=[N:16][O:17][CH:18]2[CH2:19][CH2:20][CH2:21][CH2:22]2)[cH:5][cH:6][c:7]1[S:8](=[O:9])(=[O:10])[CH3:11]>>[Cl:1][c:2]1[cH:3][c:4]([C:12]([C:13](=[O:15])[NH:29][c:26]2[n:25][n:24]([CH3:23])[cH:28][cH:27]2)=[N:16][O:17][CH:18]2[CH2:19][CH2:20][CH2:21][CH2:22]2)[cH:5][cH:6][c:7]1[S:8](=[O:9])(=[O:10])[CH3:11].